Dataset: the Open Reaction Database (ORD), a public repository of structured organic reaction records. Task: describe an organic reaction: reactants, conditions, products, and yield Starting materials: O[C@@H](CC#N)COS(=O)(=O)C ((S)-3-hydroxy-4-(methanesulfonyloxy)butyronitrile), Cl (hydrochloric acid), [H][H] (hydrogen). The reagents and catalysts are [Pd] (Pd on carbon). The solvent is CO (methanol). Conditions: time 8 hour. The product is Cl.O[C@@H](CCN)COS(=O)(=O)C ((S)-3-hydroxy-4-(methanesulfonyloxy)butylamine hydrochloride). Reaction SMILES: [OH:1][C@H:2]([CH2:6][O:7][S:8]([CH3:11])(=[O:10])=[O:9])[CH2:3][C:4]#[N:5].[ClH:12].[H][H]>CO.[Pd]>[ClH:12].[OH:1][C@H:2]([CH2:6][O:7][S:8]([CH3:11])(=[O:10])=[O:9])[CH2:3][CH2:4][NH2:5] |f:5.6|. Reported procedure: To a solution of (S)-3-hydroxy-4-(methanesulfonyloxy)butyronitrile (14.6 g) in methanol (60 ml), 10 wt. % Pd on carbon (2.5 g) and conc. hydrochloric acid (15 ml) were added. The mixture was stirred in a hydrogen atmosphere of 4. 0 kg/cm2 at room temperature for 8 hours. After filtrating off the catalyst, the mixture was evaporated under reduced pressure to obtain a crude product, which was purified by silica gel column chromatography (Wako Gel C200, an eluent: methanol/acetone (volume ratio of ... Starting materials: [H-].[Na+] (sodium hydride), C(C)OP(=O)(OCC)CC(=O)OC(C)(C)C (tert-butyl (diethoxyphosphoryl)acetate), O=C1C(CCCC1)N1N=C(C=CC1=O)C=1C(=NN2C1C=CC=C2)C2=CC=CC=C2 (3-[2-(2-oxocyclohexyl)-3-oxo-2,3-dihydropyridazin-6-yl]-2-phenylpyrazolo[1,5-a]pyridine), ice water. Run in C1(=CC=CC=C1)C (toluene). Conditions: time 30 minute. The product is C(C)(C)(C)OC(=O)CC1=C(CCCC1)N1N=C(C=CC1=O)C=1C(=NN2C1C=CC=C2)C2=CC=CC=C2 (3-[2-{2-(tert-butoxycarbonylmethyl)-1-cyclohexenyl}-3-oxo-2,3-dihydropyridazin-6-yl]-2-phenylpyrazolo-[1,5-a]pyridine), C(C)(C)(C)OC(=O)CC=1C(CCCC1)N1N=C(C=CC1=O)C=1C(=NN2C1C=CC=C2)C2=CC=CC=C2 (3-[2-{2-(tert-butoxycarbonylmethyl)-2-cyclohexen-1-yl}-3-oxo-2,3-dihydropyridazin-6-yl]-2-phenylpyrazolo[1,5-a]pyridine), C(C)(C)(C)OC(=O)\C=C/1\C(CCCC1)N1N=C(C=CC1=O)C=1C(=NN2C1C=CC=C2)C2=CC=CC=C2 ((E)-3-[2-{2-(tert-butoxycarbonylmethylene)cyclohexyl}-3-oxo-2,3-dihydropyridazin-6-yl]-2-phenylpyrazolo[1,5-a]pyridine). Reaction SMILES: [H-].[Na+].C(OP([CH2:11][C:12]([O:14][C:15]([CH3:18])([CH3:17])[CH3:16])=[O:13])(OCC)=O)C.O=[C:20]1[CH2:25][CH2:24][CH2:23][CH2:22][CH:21]1[N:26]1[C:31](=[O:32])[CH:30]=[CH:29][C:28]([C:33]2[C:34]([C:42]3[CH:47]=[CH:46][CH:45]=[CH:44][CH:43]=3)=[N:35][N:36]3[CH:41]=[CH:40][CH:39]=[CH:38][C:37]=23)=[N:27]1>C1(C)C=CC=CC=1>[C:15]([O:14][C:12]([CH2:11][C:20]1[CH2:25][CH2:24][CH2:23][CH2:22][C:21]=1[N:26]1[C:31](=[O:32])[CH:30]=[CH:29][C:28]([C:33]2[C:34]([C:42]3[CH:43]=[CH:44][CH:45]=[CH:46][CH:47]=3)=[N:35][N:36]3[CH:41]=[CH:40][CH:39]=[CH:38][C:37]=23)=[N:27]1)=[O:13])([CH3:16])([CH3:17])[CH3:18].[C:15]([O:14][C:12]([CH2:11][C:20]1[CH:21]([N:26]2[C:31](=[O:32])[CH:30]=[CH:29][C:28]([C:33]3[C:34]([C:42]4[CH:43]=[CH:44][CH:45]=[CH:46][CH:47]=4)=[N:35][N:36]4[CH:41]=[CH:40][CH:39]=[CH:38][C:37]=34)=[N:27]2)[CH2:22][CH2:23][CH2:24][CH:25]=1)=[O:13])([CH3:16])([CH3:17])[CH3:18].[C:15]([O:14][C:12](/[CH:11]=[C:20]1/[CH:21]([N:26]2[C:31](=[O:32])[CH:30]=[CH:29][C:28]([C:33]3[C:34]([C:42]4[CH:43]=[CH:44][CH:45]=[CH:46][CH:47]=4)=[N:35][N:36]4[CH:41]=[CH:40][CH:39]=[CH:38][C:37]=34)=[N:27]2)[CH2:22][CH2:23][CH2:24][CH2:25]/1)=[O:13])([CH3:16])([CH3:17])[CH3:18] |f:0.1|. Reported procedure: To a suspension of sodium hydride (44.2 g, 60% oil) in toluene (5.6 l) was added carefully tert-butyl (diethoxyphosphoryl)acetate (278.3 g) at 0° C. under nitrogen atmosphere. After being stirred for 30 minutes, to a reaction mixture was added by portions 3-[2-(2-oxocyclohexyl)-3-oxo-2,3-dihydropyridazin-6-yl]-2-phenylpyrazolo[1,5-a]pyridine (282.7 g), and which was stirred for additional 68 hours at ambient temperature. A reaction mixture was poured into ice-water (3 l) and organic layer was se...